This data is from the Open Reaction Database (ORD), a public repository of structured organic reaction records. The task is: describe an organic reaction: reactants, conditions, products, and yield Reactants: CCOC(C)=O, [H][H], CCN(CC)S(=O)(=O)c1ccccc1[N+](=O)[O-]. Yields the product CCN(CC)S(=O)(=O)c1ccccc1N. Reaction SMILES: [CH3:20][CH2:21][O:22][C:23](=[O:24])[CH3:25].[H:18][H:19].[N+:1]([O-:2])(=[O:3])[c:4]1[c:5]([S:10](=[O:11])(=[O:12])[N:13]([CH2:14][CH3:15])[CH2:16][CH3:17])[cH:6][cH:7][cH:8][cH:9]1>>[NH2:1][c:4]1[c:5]([S:10](=[O:11])(=[O:12])[N:13]([CH2:14][CH3:15])[CH2:16][CH3:17])[cH:6][cH:7][cH:8][cH:9]1. The reactants are COC(=O)c1ccc(-c2ccccc2C(F)(F)F)c(C)c1, Cl, [Na+], C1CCOC1, [OH-]. Yields the product Cc1cc(C(=O)O)ccc1-c1ccccc1C(F)(F)F. As a reaction SMILES: [CH3:1][O:2][C:3](=[O:4])[c:5]1[cH:6][c:7]([CH3:21])[c:8](-[c:11]2[c:12]([C:17]([F:18])([F:19])[F:20])[cH:13][cH:14][cH:15][cH:16]2)[cH:9][cH:10]1.[ClH:24].[Na+:23].[O:25]1[CH2:26][CH2:27][CH2:28][CH2:29]1.[OH-:22]>>[O:2]=[C:3]([OH:4])[c:5]1[cH:6][c:7]([CH3:21])[c:8](-[c:11]2[c:12]([C:17]([F:18])([F:19])[F:20])[cH:13][cH:14][cH:15][cH:16]2)[cH:9][cH:10]1. The reactants are CCCc1nc2c(Cl)cc(N3Cc4ccccc4C3=O)cc2n1Cc1ccc(-c2ccccc2C(=O)OC(C)(C)C)cc1, ClCCl, O=C(O)C(F)(F)F. Product: CCCc1nc2c(Cl)cc(N3Cc4ccccc4C3=O)cc2n1Cc1ccc(-c2ccccc2C(=O)O)cc1. Reaction SMILES: [CH2:1]([CH2:2][CH3:3])[c:4]1[n:5][c:6]2[c:7]([n:8]1[CH2:9][c:10]1[cH:11][cH:12][c:13](-[c:16]3[c:17]([C:22](=[O:23])[O:24][C:25]([CH3:26])([CH3:27])[CH3:28])[cH:18][cH:19][cH:20][cH:21]3)[cH:14][cH:15]1)[cH:29][c:30]([N:34]1[C:35](=[O:43])[c:36]3[cH:37][cH:38][cH:39][cH:40][c:41]3[CH2:42]1)[cH:31][c:32]2[Cl:33].[CH2:51]([Cl:52])[Cl:53].[OH:44][C:45]([C:46]([F:47])([F:48])[F:49])=[O:50]>>[CH2:1]([CH2:2][CH3:3])[c:4]1[n:5][c:6]2[c:7]([n:8]1[CH2:9][c:10]1[cH:11][cH:12][c:13](-[c:16]3[c:17]([C:22](=[O:23])[OH:24])[cH:18][cH:19][cH:20][cH:21]3)[cH:14][cH:15]1)[cH:29][c:30]([N:34]1[C:35](=[O:43])[c:36]3[cH:37][cH:38][cH:39][cH:40][c:41]3[CH2:42]1)[cH:31][c:32]2[Cl:33]. Reactants: CCCSC1=NC(=O)C(=Cc2ccc3c(cnn3Cc3ccc(Cl)cc3C(F)(F)F)c2)S1, OC1CCCN(C2CCNCC2)C1. Yields the product O=C1N=C(N2CCC(N3CCCC(O)C3)CC2)SC1=Cc1ccc2c(cnn2Cc2ccc(Cl)cc2C(F)(F)F)c1. RXN SMILES: [Cl:1][c:2]1[cH:3][c:4]([C:29]([F:30])([F:31])[F:32])[c:5]([CH2:6][n:7]2[n:8][cH:9][c:10]3[cH:11][c:12]([CH:16]=[C:17]4[C:18](=[O:26])[N:19]=[C:20]([S:22][CH2:23][CH2:24][CH3:25])[S:21]4)[cH:13][cH:14][c:15]23)[cH:27][cH:28]1.[N:33]1([CH:40]2[CH2:41][CH2:42][NH:43][CH2:44][CH2:45]2)[CH2:34][CH:35]([OH:39])[CH2:36][CH2:37][CH2:38]1>>[Cl:1][c:2]1[cH:3][c:4]([C:29]([F:30])([F:31])[F:32])[c:5]([CH2:6][n:7]2[n:8][cH:9][c:10]3[cH:11][c:12]([CH:16]=[C:17]4[C:18](=[O:26])[N:19]=[C:20]([N:43]5[CH2:42][CH2:41][CH:40]([N:33]6[CH2:34][CH:35]([OH:39])[CH2:36][CH2:37][CH2:38]6)[CH2:45][CH2:44]5)[S:21]4)[cH:13][cH:14][c:15]23)[cH:27][cH:28]1. Starting materials: CCN=C=NCCCN(C)C, CCN(C(C)C)C(C)C, Cl, NCC(=O)N1CCN(C(=O)c2ccccc2C(F)(F)F)CC1, CN(C)C=O, O, On1nnc2ccccc21, O=C(O)c1ccc(-n2ccnc2)cc1. Product: O=C(NCC(=O)N1CCN(C(=O)c2ccccc2C(F)(F)F)CC1)c1ccc(-n2ccnc2)cc1. As a reaction SMILES: [CH3:43][CH2:44][N:45]=[C:46]=[N:47][CH2:48][CH2:49][CH2:50][N:51]([CH3:52])[CH3:53].[CH:1]([N:2]([CH2:3][CH3:4])[CH:5]([CH3:6])[CH3:7])([CH3:8])[CH3:9].[ClH:10].[NH2:11][CH2:12][C:13](=[O:14])[N:15]1[CH2:16][CH2:17][N:18]([C:21]([c:22]2[c:23]([C:28]([F:29])([F:30])[F:31])[cH:24][cH:25][cH:26][cH:27]2)=[O:32])[CH2:19][CH2:20]1.[O:68]=[CH:69][N:70]([CH3:71])[CH3:72].[OH2:73].[OH:33][n:34]1[c:35]2[c:36]([cH:37][cH:38][cH:39][cH:40]2)[n:41][n:42]1.[n:54]1(-[c:59]2[cH:60][cH:61][c:62]([C:63](=[O:64])[OH:65])[cH:66][cH:67]2)[cH:55][n:56][cH:57][cH:58]1>>[NH:11]([CH2:12][C:13](=[O:14])[N:15]1[CH2:16][CH2:17][N:18]([C:21]([c:22]2[c:23]([C:28]([F:29])([F:30])[F:31])[cH:24][cH:25][cH:26][cH:27]2)=[O:32])[CH2:19][CH2:20]1)[C:63]([c:62]1[cH:61][cH:60][c:59](-[n:54]2[cH:55][n:56][cH:57][cH:58]2)[cH:67][cH:66]1)=[O:64]. Reaction SMILES: [CH2:1]([O:3][CH2:4][C:5](Cl)=[O:6])[CH3:2].[NH2:8][C:9]1[C:10]([Cl:30])=[N:11][C:12]2[C:17]([C:18]=1[NH:19][CH2:20][CH2:21][NH:22][C:23](=[O:29])[O:24][C:25]([CH3:28])([CH3:27])[CH3:26])=[CH:16][CH:15]=[CH:14][CH:13]=2>C(#N)C>[Cl:30][C:10]1[C:9]([NH:8][C:5](=[O:6])[CH2:4][O:3][CH2:1][CH3:2])=[C:18]([NH:19][CH2:20][CH2:21][NH:22][C:23](=[O:29])[O:24][C:25]([CH3:27])([CH3:26])[CH3:28])[C:17]2[C:12](=[CH:13][CH:14]=[CH:15][CH:16]=2)[N:11]=1. Run in C(C)#N (acetonitrile), C(C)#N (acetonitrile). Product: hydrochloride salt, ClC1=NC2=CC=CC=C2C(=C1NC(COCC)=O)NCCNC(OC(C)(C)C)=O (tert-butyl 2-({2-chloro-3-[(ethoxyacetyl)amino]quinolin-4-yl}amino)ethylcarbamate). The yield is 93.1%. Run at time 5 minute. Procedure: A solution of ethoxyacetyl chloride (857 mg, 6.99 mmol) in acetonitrile (5 mL) was added to solution of tert-butyl 2-[(3-amino-2-chloroquinolin-4-yl)amino]ethylcarbamate (2.14 g, 6.35 mmol) in acetonitrile (20 mL). After five minutes, the solution was cooled in an ice bath and a white precipitate began to form. After one hour, the precipitate was isolated by filtration and dried under vacuum to afford the hydrochloride salt of tert-butyl 2-({2-chloro-3-[(ethoxyacetyl)amino]quinolin-4-yl}amino)et... The reactants are C(C)OCC(=O)Cl (ethoxyacetyl chloride), NC=1C(=NC2=CC=CC=C2C1NCCNC(OC(C)(C)C)=O)Cl (tert-butyl 2-[(3-amino-2-chloroquinolin-4-yl)amino]ethylcarbamate). Reactants: CCOC(=O)C1=C(C)NC(CN2C(=O)c3ccccc3C2=O)=C(C(=O)OCC)C1c1ccccc1Cl, CCO, NN, O. Yields the product CCOC(=O)C1=C(C)NC(CN)=C(C(=O)OCC)C1c1ccccc1Cl. RXN SMILES: [CH2:1]([CH3:2])[O:3][C:4](=[O:5])[C:6]1=[C:7]([CH2:25][N:26]2[C:27](=[O:28])[c:29]3[cH:30][cH:31][cH:32][cH:33][c:34]3[C:35]2=[O:36])[NH:8][C:9]([CH3:24])=[C:10]([C:19](=[O:20])[O:21][CH2:22][CH3:23])[CH:11]1[c:12]1[c:13]([Cl:18])[cH:14][cH:15][cH:16][cH:17]1.[CH3:40][CH2:41][OH:42].[NH2:38][NH2:39].[OH2:37]>>[CH2:1]([CH3:2])[O:3][C:4](=[O:5])[C:6]1=[C:7]([CH2:25][NH2:26])[NH:8][C:9]([CH3:24])=[C:10]([C:19](=[O:20])[O:21][CH2:22][CH3:23])[CH:11]1[c:12]1[c:13]([Cl:18])[cH:14][cH:15][cH:16][cH:17]1. Reactants: CO, [Cl-], [NH4+], CCCc1c(Cc2ccc(-c3ccccc3C#N)cc2)c(=O)n(C2CCC(OCC(=O)CC)CC2)c2ncnn12, C1CCOC1. The product is CCCc1c(Cc2ccc(-c3ccccc3C#N)cc2)c(=O)n(C2CCC(OCC(O)CC)CC2)c2ncnn12. Reaction SMILES: [CH3:48][OH:49].[Cl-:41].[NH4+:42].[O:1]=[c:2]1[n:3]([CH:29]2[CH2:30][CH2:31][CH:32]([O:35][CH2:36][C:37]([CH2:38][CH3:39])=[O:40])[CH2:33][CH2:34]2)[c:4]2[n:5]([c:6]([CH2:23][CH2:24][CH3:25])[c:7]1[CH2:8][c:9]1[cH:10][cH:11][c:12](-[c:15]3[c:16]([C:21]#[N:22])[cH:17][cH:18][cH:19][cH:20]3)[cH:13][cH:14]1)[n:26][cH:27][n:28]2.[O:43]1[CH2:44][CH2:45][CH2:46][CH2:47]1>>[O:1]=[c:2]1[n:3]([CH:29]2[CH2:30][CH2:31][CH:32]([O:35][CH2:36][CH:37]([CH2:38][CH3:39])[OH:40])[CH2:33][CH2:34]2)[c:4]2[n:5]([c:6]([CH2:23][CH2:24][CH3:25])[c:7]1[CH2:8][c:9]1[cH:10][cH:11][c:12](-[c:15]3[c:16]([C:21]#[N:22])[cH:17][cH:18][cH:19][cH:20]3)[cH:13][cH:14]1)[n:26][cH:27][n:28]2. The reactants are B(F)(F)F.CSC (Borontrifluoride dimethylsulfide), COC=1C=C(C=C(C1)C)C1=C(C=NN1CC#N)C1=CC(=NC=C1)C1=CC=C(C=C1)OC1=CC=CC=C1 ([5-(3-methoxy-5-methylphenyl)-4-(2-(4-phenoxyphenyl)pyridin-4-yl)-pyrazol-1-yl]acetonitrile). Run in ClCCl (dichloromethane). Reaction conditions: time 24 hour. Product: OC=1C=C(C=C(C1)C)C1=C(C=NN1CC#N)C1=CC(=NC=C1)C1=CC=C(C=C1)OC1=CC=CC=C1 ([5-(3-hydroxy-5-methylphenyl)-4-(2-(4-phenoxyphenyl)pyridin-4-yl)-pyrazol-1-yl]acetonitrile). Reaction SMILES: B(F)(F)F.CSC.C[O:9][C:10]1[CH:11]=[C:12]([C:17]2[N:21]([CH2:22][C:23]#[N:24])[N:20]=[CH:19][C:18]=2[C:25]2[CH:30]=[CH:29][N:28]=[C:27]([C:31]3[CH:36]=[CH:35][C:34]([O:37][C:38]4[CH:43]=[CH:42][CH:41]=[CH:40][CH:39]=4)=[CH:33][CH:32]=3)[CH:26]=2)[CH:13]=[C:14]([CH3:16])[CH:15]=1>ClCCl>[OH:9][C:10]1[CH:11]=[C:12]([C:17]2[N:21]([CH2:22][C:23]#[N:24])[N:20]=[CH:19][C:18]=2[C:25]2[CH:30]=[CH:29][N:28]=[C:27]([C:31]3[CH:36]=[CH:35][C:34]([O:37][C:38]4[CH:43]=[CH:42][CH:41]=[CH:40][CH:39]=4)=[CH:33][CH:32]=3)[CH:26]=2)[CH:13]=[C:14]([CH3:16])[CH:15]=1 |f:0.1|. Reported procedure: Borontrifluoride-dimethylsulfide (0.13 mL, 1.2 mmol) was dropwise added to a solution of the methoxy compound (56.7 mg, 0.12 mmol) prepared in Example 42 in dichloromethane (4 mL) at room temperature under nitrogen atmosphere, and stirred for 24 hours. The reaction mixture was concentrated by vacuum distillation. The residue was treated in ethyl acetate (100 mL) and brine (50 mL) and the organic layer was dried over anhydrous magnesium sulfate and distilled under vacuum. Purification through col... Reactants: C1(=CC=CC=C1)C(C=1C=CC(N(C1)C/C=C/C1=C2C=CN(C2=CC=C1)CC(=O)OCC)=O)C1=CC=CC=C1 (ethyl (4-{(1E)-3-[5-(diphenylmethyl)-2-oxo-1(2H)-pyridinyl]-1-propen-1-yl}-1H-indol-1-yl)acetate), [OH-].[Na+] (NaOH). The solvent is CO (MeOH). Conditions: time 5 hour. Product: C1(=CC=CC=C1)C(C=1C=CC(N(C1)C/C=C/C1=C2C=CN(C2=CC=C1)CC(=O)O)=O)C1=CC=CC=C1 ((4-{(1E)-3-[5-(diphenylmethyl)-2-oxo-1(2H)-pyridinyl]-1-propen-1-yl}-1H-indol-1-yl)acetic acid). As a reaction SMILES: [C:1]1([CH:7]([C:33]2[CH:38]=[CH:37][CH:36]=[CH:35][CH:34]=2)[C:8]2[CH:9]=[CH:10][C:11](=[O:32])[N:12]([CH2:14]/[CH:15]=[CH:16]/[C:17]3[CH:25]=[CH:24][CH:23]=[C:22]4[C:18]=3[CH:19]=[CH:20][N:21]4[CH2:26][C:27]([O:29]CC)=[O:28])[CH:13]=2)[CH:6]=[CH:5][CH:4]=[CH:3][CH:2]=1.[OH-].[Na+]>CO>[C:1]1([CH:7]([C:33]2[CH:38]=[CH:37][CH:36]=[CH:35][CH:34]=2)[C:8]2[CH:9]=[CH:10][C:11](=[O:32])[N:12]([CH2:14]/[CH:15]=[CH:16]/[C:17]3[CH:25]=[CH:24][CH:23]=[C:22]4[C:18]=3[CH:19]=[CH:20][N:21]4[CH2:26][C:27]([OH:29])=[O:28])[CH:13]=2)[CH:6]=[CH:5][CH:4]=[CH:3][CH:2]=1 |f:1.2|. Procedure: To a solution of ethyl (4-{(1E)-3-[5-(diphenylmethyl)-2-oxo-1(2H)-pyridinyl]-1-propen-1-yl}-1H-indol-1-yl)acetate (70 mg) in MeOH (1.5 mL) was added 1M NaOH aqueous solution (0.2 mL) at ambient temperature. The reaction mixture was stirred at the same temperature for 5 hours. The reaction was quenched with 1M HCl aqueous solution (0.2 mL). The mixture was extracted with EtOAc and washed successively with water and brine. The organic layer was dried over anhydrous MgSO4, filtered and evaporated i...